describe an organic reaction: reactants, conditions, products, and yield From a dataset of the Open Reaction Database (ORD), a public repository of structured organic reaction records. The reactants are BrCCBr, CC(C=O)C1CC=C2C3=C(CCC21C)C1(C)CCC(OC(=O)c2ccccc2)C(C)(C)C1CC3, C1CCOC1, CC(C)CC[Mg+], CCOCC, [Cl-], [I-], CC(C)CCI, [Mg], [NH4+]. The product is CC(C)CCC(O)C(C)C1CC=C2C3=C(CCC21C)C1(C)CCC(OC(=O)c2ccccc2)C(C)(C)C1CC3. As a reaction SMILES: [Br:15][CH2:16][CH2:17][Br:18].[C:19]([c:20]1[cH:21][cH:22][cH:23][cH:24][cH:25]1)(=[O:26])[O:27][CH:28]1[C:29]([CH3:51])([CH3:52])[CH:30]2[CH2:31][CH2:32][C:33]3=[C:45]([CH2:44][CH2:43][C:42]4([CH3:50])[C:34]3=[CH:35][CH2:36][CH:37]4[CH:38]([CH3:39])[CH:40]=[O:41])[C:46]2([CH3:49])[CH2:47][CH2:48]1.[CH2:60]1[O:61][CH2:62][CH2:63][CH2:64]1.[CH3:2][CH:3]([CH2:4][CH2:5][Mg+:6])[CH3:7].[CH3:55][CH2:56][O:57][CH2:58][CH3:59].[Cl-:53].[I-:1].[I:8][CH2:9][CH2:10][CH:11]([CH3:12])[CH3:13].[Mg:14].[NH4+:54]>>[CH3:2][CH:3]([CH2:4][CH2:5][CH:40]([CH:38]([CH:37]1[CH2:36][CH:35]=[C:34]2[C:33]3=[C:45]([CH2:44][CH2:43][C:42]21[CH3:50])[C:46]1([CH3:49])[CH:30]([C:29]([CH3:51])([CH3:52])[CH:28]([O:27][C:19]([c:20]2[cH:21][cH:22][cH:23][cH:24][cH:25]2)=[O:26])[CH2:48][CH2:47]1)[CH2:31][CH2:32]3)[CH3:39])[OH:41])[CH3:7]. Reactants: ClC=1C=CC(=C(CN(CC)C2=CC=C(N=N2)C(=O)N)C1)OCC(=C)C (6-[N-(5-chloro-2-(2-methylprop-2-en-1-yloxy)benzyl)-N-ethylamino]-pyridazine-3-carboxamide), CS(=O)(=O)Cl (methane sulfonyl chloride), Cl (hydrochloric acid), ice. Reported procedure: To a solution of 6-[N-(5-chloro-2-(2-methylprop-2-en-1-yloxy)benzyl)-N-ethylamino]-pyridazine-3-carboxamide (example 18) (210 mg, 0.6 mmol) in pyridine (10 ml) at 0° C. was added methane sulfonyl chloride (0.5 ml, 0.6 mmol) and the mixture allowed to stir (gradually coming to an ambient temperature as the ice melts) for 60 hours. The solution was poured into 2 N hydrochloric acid (50 ml) over ice and the product extracted with diethyl ether (200 ml), washed with water (3×200 ml), dried over anhy... RXN SMILES: [Cl:1][C:2]1[CH:3]=[CH:4][C:5]([O:21][CH2:22][C:23]([CH3:25])=[CH2:24])=[C:6]([CH:20]=1)[CH2:7][N:8]([C:11]1[N:16]=[N:15][C:14]([C:17]([NH2:19])=O)=[CH:13][CH:12]=1)[CH2:9][CH3:10].CS(Cl)(=O)=O.Cl>N1C=CC=CC=1>[Cl:1][C:2]1[CH:3]=[CH:4][C:5]([O:21][CH2:22][C:23]([CH3:25])=[CH2:24])=[C:6]([CH:20]=1)[CH2:7][N:8]([C:11]1[N:16]=[N:15][C:14]([C:17]#[N:19])=[CH:13][CH:12]=1)[CH2:9][CH3:10]. Yields the product ClC=1C=CC(=C(CN(CC)C2=CC=C(N=N2)C#N)C1)OCC(=C)C (6-[N-(5-Chloro-2-(2-methylprop-2-en-1-yloxy)benzyl)-N-ethylamino]-3-cyanopyridazine). Run in N1=CC=CC=C1 (pyridine). Yield: 126.4%. The reactants are C1(=CC=CC=C1)S(=O)(=O)CC1=CC=C(C(=C1C(=O)OCC)OCCNC(=O)OC(C)(C)C)C1=COC=C1 (ethyl 6-(benzenesulphonylmethyl)-2-[2-(t-butoxycarbonyl)aminoethoxy]-3-(furan-3-yl)benzoate), C(C)(C)(C)OC(=O)NCCBr (2-[N-(t-butoxycarbonyl)amino]ethyl bromide), FC1=CC=C(C=C1)S(=O)(=O)CC1=CC=C(C(=C1C(=O)OC)O)C1=COC=C1 (methyl 6-(4-fluorobenzenesulphonylmethyl)-3-(furan-3-yl)-2-hydroxybenzoate), FC1=CC=C(C=C1)S(=O)(=O)CC1=CC=C(C(=C1C(=O)OC)O)C1=COC=C1 (methyl 6-(4-fluorobenzenesulphonylmethyl)-3-(furan-3-yl)-2-hydroxybenzoate). The product is C(C)(C)(C)OC(=O)NCCOC1=C(C(=O)OC)C(=CC=C1C1=COC=C1)CS(=O)(=O)C1=CC=C(C=C1)F (Methyl 2-[2-(t-butoxycarbonyl)aminoethoxy]-6-(4-fluorobenzenesulphonyl-methyl)-3-(furan-3-yl)benzoate). As a reaction SMILES: [C:1]1([S:7]([CH2:10][C:11]2[C:16]([C:17]([O:19][CH2:20]C)=[O:18])=[C:15]([O:22][CH2:23][CH2:24][NH:25][C:26]([O:28][C:29]([CH3:32])([CH3:31])[CH3:30])=[O:27])[C:14]([C:33]3[CH:37]=[CH:36][O:35][CH:34]=3)=[CH:13][CH:12]=2)(=[O:9])=[O:8])[CH:6]=[CH:5][CH:4]=[CH:3][CH:2]=1.[F:38]C1C=CC(S(CC2C(C(OC)=O)=C(O)C(C3C=COC=3)=CC=2)(=O)=O)=CC=1.C(OC(NCCBr)=O)(C)(C)C>>[C:29]([O:28][C:26]([NH:25][CH2:24][CH2:23][O:22][C:15]1[C:14]([C:33]2[CH:37]=[CH:36][O:35][CH:34]=2)=[CH:13][CH:12]=[C:11]([CH2:10][S:7]([C:1]2[CH:6]=[CH:5][C:4]([F:38])=[CH:3][CH:2]=2)(=[O:9])=[O:8])[C:16]=1[C:17]([O:19][CH3:20])=[O:18])=[O:27])([CH3:32])([CH3:31])[CH3:30]. Procedure: Prepared by proceeding in a similar manner to Intermediate 10, starting from methyl 6-(4-fluorobenzenesulphonylmethyl)-3-(furan-3-yl)-2-hydroxybenzoate (Intermediate 38) and 2-[N-(t-butoxycarbonyl)amino]ethyl bromide. Starting materials: CC(C)(C)[Si](C)(C)OCCCN1C(=O)C(NC(=O)c2cc3cc(Cl)sc3[nH]2)Cc2ccccc21, CCCC[N+](CCCC)(CCCC)CCCC, C1CCOC1, [F-]. Product: O=C(NC1Cc2ccccc2N(CCCO)C1=O)c1cc2cc(Cl)sc2[nH]1. RXN SMILES: [C:19]([Si:20]([CH3:21])([CH3:22])[O:24][CH2:25][CH2:26][CH2:27][N:28]1[C:29](=[O:50])[CH:30]([NH:38][C:39](=[O:40])[c:41]2[cH:42][c:43]3[c:44]([nH:45]2)[s:46][c:47]([Cl:49])[cH:48]3)[CH2:31][c:32]2[cH:33][cH:34][cH:35][cH:36][c:37]21)([CH3:23])([CH3:51])[CH3:52].[CH2:2]([N+:3]([CH2:4][CH2:5][CH2:6][CH3:7])([CH2:8][CH2:9][CH2:10][CH3:11])[CH2:12][CH2:13][CH2:14][CH3:15])[CH2:16][CH2:17][CH3:18].[CH2:53]1[O:54][CH2:55][CH2:56][CH2:57]1.[F-:1]>>[OH:24][CH2:25][CH2:26][CH2:27][N:28]1[C:29](=[O:50])[CH:30]([NH:38][C:39](=[O:40])[c:41]2[cH:42][c:43]3[c:44]([nH:45]2)[s:46][c:47]([Cl:49])[cH:48]3)[CH2:31][c:32]2[cH:33][cH:34][cH:35][cH:36][c:37]21. Reactants: ClC=1C=CC(=C(C(=O)NC2=CC(=CC(=C2)C(F)(F)F)C(F)(F)F)C1)O (5-chloro-2-hydroxy-N-[3,5-bis(trifluoromethyl)phenyl]benzamide), ClCOC(=O)N1CCC(C(=O)OCC)CC1 (ethyl 1-[(chloromethoxy)carbonyl]isonipecotate), raw materials. Product: ClC=1C=CC(=C(C(=O)NC2=CC(=CC(=C2)C(F)(F)F)C(F)(F)F)C1)OCOC(=O)N1CCC(CC1)C(=O)OCC (5-Chloro-2-({[4-(ethoxycarbonyl)piperidin-1-yl]carbonyl}oxy)methoxy-N-[3,5-bis(trifluoromethyl)phenyl]benzamide). Isolated yield 65.7%. Reaction SMILES: [Cl:1][C:2]1[CH:3]=[CH:4][C:5]([OH:25])=[C:6]([CH:24]=1)[C:7]([NH:9][C:10]1[CH:15]=[C:14]([C:16]([F:19])([F:18])[F:17])[CH:13]=[C:12]([C:20]([F:23])([F:22])[F:21])[CH:11]=1)=[O:8].Cl[CH2:27][O:28][C:29]([N:31]1[CH2:41][CH2:40][CH:34]([C:35]([O:37][CH2:38][CH3:39])=[O:36])[CH2:33][CH2:32]1)=[O:30]>>[Cl:1][C:2]1[CH:3]=[CH:4][C:5]([O:25][CH2:27][O:28][C:29]([N:31]2[CH2:41][CH2:40][CH:34]([C:35]([O:37][CH2:38][CH3:39])=[O:36])[CH2:33][CH2:32]2)=[O:30])=[C:6]([CH:24]=1)[C:7]([NH:9][C:10]1[CH:15]=[C:14]([C:16]([F:19])([F:18])[F:17])[CH:13]=[C:12]([C:20]([F:21])([F:22])[F:23])[CH:11]=1)=[O:8]. Procedure: Using 5-chloro-2-hydroxy-N-[3,5-bis(trifluoromethyl)phenyl]benzamide 1 sodium salt (compound of Example 43(1)) and ethyl 1-[(chloromethoxy)carbonyl]isonipecotate as the raw materials, the same operation as the Example 98 gave the title compound. Reactants: C(C(=O)Cl)(=O)Cl (oxalyl chloride), N1(C=CC=C1)N1C(C2=CC=CC=C2C1=O)=O (2-(1H-pyrrol-1-yl)-1H-isoindole-1,3(2H)dione), N1C(=CC=C1)C(=O)O (pyrrole-2-carboxylic acid), [Sn](Cl)(Cl)(Cl)Cl (tin (IV) chloride). The solvent is C(Cl)Cl (DCM), O (water). Run at temperature -10 celsius, time 30 minute. The product is N1C(=CC=C1)C(=O)C=1N(C=CC1)N1C(C2=CC=CC=C2C1=O)=O (2-[2-(1H-Pyrrol-2-ylcarbonyl)-1H-pyrrol-1-yl]-1H-isoindole-1,3(2H)dione). Yield: 69.2%. As a reaction SMILES: [NH:1]1[CH:5]=[CH:4][CH:3]=[C:2]1[C:6](O)=[O:7].C(Cl)(=O)C(Cl)=O.[Sn](Cl)(Cl)(Cl)Cl.[N:20]1([N:25]2[C:33](=[O:34])[C:32]3[C:27](=[CH:28][CH:29]=[CH:30][CH:31]=3)[C:26]2=[O:35])[CH:24]=[CH:23][CH:22]=[CH:21]1>C(Cl)Cl.O>[NH:1]1[CH:5]=[CH:4][CH:3]=[C:2]1[C:6]([C:21]1[N:20]([N:25]2[C:33](=[O:34])[C:32]3[C:27](=[CH:28][CH:29]=[CH:30][CH:31]=3)[C:26]2=[O:35])[CH:24]=[CH:23][CH:22]=1)=[O:7]. Procedure: To a suspension of pyrrole-2-carboxylic acid (5.55 g) in 500 ml of DCM was added oxalyl chloride (8.7). The reaction mixture was heated under reflux for 1 hour, cooled to -10° C., and tin (IV) chloride (5.85 ml) was added. After stirring the mixture at -10° C. for 30 minutes, 2-(1H-pyrrol-1-yl)-1H-isoindole-1,3(2H)dione (10.6 g) was added in four portions over a period of 30 minutes, followed by stirring at -10° C. for additional 30 minutes. The reaction mixture was then poured into 500 ml of wa... Starting materials: BrC1=C(NC2=NC=NC3=CC=CC(=C23)OCC2CCN(CC2)C(=O)OC(C)(C)C)C=C(C=C1)OC (4-(2-bromo-5-methoxyanilino)-5-[N-(tert-butoxycarbonyl)piperidin-4-ylmethoxy]quinazoline), FC(C(=O)O)(F)F (trifluoroacetic acid). The solvent is C(Cl)Cl (methylene chloride). Reaction conditions: time 1.5 hour. The product is BrC1=C(NC2=NC=NC3=CC=CC(=C23)OCC2CCNCC2)C=C(C=C1)OC (4-(2-bromo-5-methoxyanilino)-5-piperidin-4-ylmethoxyquinazoline). Yield: 93.1%. RXN SMILES: [Br:1][C:2]1[CH:33]=[CH:32][C:31]([O:34][CH3:35])=[CH:30][C:3]=1[NH:4][C:5]1[C:14]2[C:9](=[CH:10][CH:11]=[CH:12][C:13]=2[O:15][CH2:16][CH:17]2[CH2:22][CH2:21][N:20](C(OC(C)(C)C)=O)[CH2:19][CH2:18]2)[N:8]=[CH:7][N:6]=1.FC(F)(F)C(O)=O>C(Cl)Cl>[Br:1][C:2]1[CH:33]=[CH:32][C:31]([O:34][CH3:35])=[CH:30][C:3]=1[NH:4][C:5]1[C:14]2[C:9](=[CH:10][CH:11]=[CH:12][C:13]=2[O:15][CH2:16][CH:17]2[CH2:18][CH2:19][NH:20][CH2:21][CH2:22]2)[N:8]=[CH:7][N:6]=1. Procedure details: A mixture of 4-(2-bromo-5-methoxyanilino)-5-[N-(tert-butoxycarbonyl)piperidin-4-ylmethoxy]quinazoline (0.108 g), trifluoroacetic acid (1 ml) and methylene chloride (1 ml) was stirred at ambient temperature for 1.5 hours. The mixture was evaporated and the residue was triturated under diethyl ether. The resultant solid was isolated and dried under vacuum. The solid was dissolved in methylene chloride and few drops of a saturated methanolic ammonia solution was added. The solution was poured onto ...